This data is from the Open Reaction Database (ORD), a public repository of structured organic reaction records. The task is: describe an organic reaction: reactants, conditions, products, and yield The reactants are CC1(C)OBOC1(C)C, C#CC(C)(C)O[Si](C)(C)C, B1C2CCCC1CCC2, C1CCOC1. Yields the product CC(C)(C=CB1OC(C)(C)C(C)(C)O1)O[Si](C)(C)C. RXN SMILES: [CH3:11][C:12]1([CH3:19])[O:13][BH:14][O:15][C:16]1([CH3:17])[CH3:18].[CH3:1][Si:2]([O:3][C:4]([CH3:5])([C:6]#[CH:7])[CH3:8])([CH3:9])[CH3:10].[CH:20]12[CH2:21][CH2:22][CH2:23][CH:24]([BH:25]1)[CH2:26][CH2:27][CH2:28]2.[O:29]1[CH2:30][CH2:31][CH2:32][CH2:33]1>>[CH3:1][Si:2]([O:3][C:4]([CH3:5])([CH:6]=[CH:7][B:14]1[O:13][C:12]([CH3:11])([CH3:19])[C:16]([CH3:17])([CH3:18])[O:15]1)[CH3:8])([CH3:9])[CH3:10]. As a reaction SMILES: [Cl:1][C:2]1[CH:3]=[C:4]2[C:9](=[CH:10][C:11]=1[Cl:12])[CH:8]=[C:7]([N:13]1[CH2:17][CH2:16][CH2:15]C1)[CH2:6][CH2:5]2.C(N)(=[O:21])C=C.C1(C)C=CC(S(O)(=O)=O)=CC=1>>[Cl:1][C:2]1[C:11]([Cl:12])=[CH:10][C:9]2[C:8]3[CH2:15][CH2:16][C:17](=[O:21])[NH:13][C:7]=3[CH2:6][CH2:5][C:4]=2[CH:3]=1. Reported procedure: A melt of 10.1 g (0.038 mol) of 1-(6,7-dichloro-3,4-dihydro-2-naphthyl)pyrrolidine, 5.36 g (0.075 mol) of acrylamide and 0.3 g of p-toluenesulfonic acid is stirred under nitrogen at 100° for 2 hours and at 150° for 2 hours. Recrystallization of the melt cake from ethanol yields 8,9-dichloro-1,4,5,6-tetrahydrobenzo[f]quinolin-3(2H)-one with melting point 260°-261°. Yields the product ClC1=CC2=C(C=3CCC(NC3CC2)=O)C=C1Cl (8,9-dichloro-1,4,5,6-tetrahydrobenzo[f]quinolin-3(2H)-one). Starting materials: ClC=1C=C2CCC(=CC2=CC1Cl)N1CCCC1 (1-(6,7-dichloro-3,4-dihydro-2-naphthyl)pyrrolidine), C(C=C)(=O)N (acrylamide), C1(=CC=C(C=C1)S(=O)(=O)O)C (p-toluenesulfonic acid). Starting materials: O=C([O-])[O-], CCOC(C)=O, O=S(=O)(Cl)c1ccc(Cl)cc1, Cl, [K+], [K+], COC(=O)Cc1ccc2c(c1)CC(N)C2, O. Yields the product COC(=O)Cc1ccc2c(c1)CC(NS(=O)(=O)c1ccc(Cl)cc1)C2. As a reaction SMILES: [C:17](=[O:18])([O-:19])[O-:20].[CH3:35][CH2:36][O:37][C:38](=[O:39])[CH3:40].[Cl:24][c:25]1[cH:26][cH:27][c:28]([S:31](=[O:32])(=[O:33])[Cl:34])[cH:29][cH:30]1.[ClH:1].[K+:21].[K+:22].[NH2:2][CH:3]1[CH2:4][c:5]2[cH:6][cH:7][c:8]([CH2:12][C:13](=[O:14])[O:15][CH3:16])[cH:9][c:10]2[CH2:11]1.[OH2:23]>>[NH:2]([CH:3]1[CH2:4][c:5]2[cH:6][cH:7][c:8]([CH2:12][C:13](=[O:14])[O:15][CH3:16])[cH:9][c:10]2[CH2:11]1)[S:31]([c:28]1[cH:27][cH:26][c:25]([Cl:24])[cH:30][cH:29]1)(=[O:32])=[O:33]. Starting materials: C(C1=CC=CC=C1)OC(=O)N[C@H](C(=O)OC)CN (methyl 2(S)-benzyloxycarbonylamino-3-aminopropionate), N1=CC=CC=C1 (pyridine), C(C)(=O)OC(C)=O (acetic anhydride). Solvent: C(Cl)Cl (methylene chloride). Reaction conditions: time 2 hour. The product is C(C1=CC=CC=C1)OC(=O)N[C@H](C(=O)OC)CNC(C)=O (Methyl 2(S)-benzyloxycarbonylamino-3-acetylaminopropionate). RXN SMILES: [CH2:1]([O:8][C:9]([NH:11][C@@H:12]([CH2:17][NH2:18])[C:13]([O:15][CH3:16])=[O:14])=[O:10])[C:2]1[CH:7]=[CH:6][CH:5]=[CH:4][CH:3]=1.N1C=CC=CC=1.[C:25](OC(=O)C)(=[O:27])[CH3:26]>C(Cl)Cl>[CH2:1]([O:8][C:9]([NH:11][C@@H:12]([CH2:17][NH:18][C:25](=[O:27])[CH3:26])[C:13]([O:15][CH3:16])=[O:14])=[O:10])[C:2]1[CH:3]=[CH:4][CH:5]=[CH:6][CH:7]=1. Procedure details: To a solution of methyl 2(S)-benzyloxycarbonylamino-3-aminopropionate (2.5 g) in methylene chloride was added pyridine (20 mL) and acetic anhydride (5 mL). After stirring for 2 h the solution was concentrated in vacuo. The residue was partitioned between ethyl acetate and water. The ethyl acetate layer was extracted w/50 mL each of 2% potassium hydrogen sulfate, saturated sodium bicarbonate, saturated sodium chloride, dried over magnesium sulfate and concentrated in vacuo. Upon evaporation pyrid... Starting materials: O=[N+]([O-])c1cccc(Nc2nccc(-c3cccnc3)n2)c1, C1CCOC1, [Pd]. The product is Nc1cccc(Nc2nccc(-c3cccnc3)n2)c1. RXN SMILES: [N+:1]([O-:2])(=[O:3])[c:4]1[cH:5][c:6]([NH:10][c:11]2[n:12][cH:13][cH:14][c:15](-[c:17]3[cH:18][n:19][cH:20][cH:21][cH:22]3)[n:16]2)[cH:7][cH:8][cH:9]1.[O:23]1[CH2:24][CH2:25][CH2:26][CH2:27]1.[Pd:28]>>[NH2:1][c:4]1[cH:5][c:6]([NH:10][c:11]2[n:12][cH:13][cH:14][c:15](-[c:17]3[cH:18][n:19][cH:20][cH:21][cH:22]3)[n:16]2)[cH:7][cH:8][cH:9]1. Reactants: C(N)(=O)CCNCCCOC1=CC(=C(C=C1)CC=1C(=NN(C1C(C)C)CCCO)O[C@H]1[C@H](OC(C(C)(C)C)=O)[C@@H](OC(C(C)(C)C)=O)[C@H](OC(C(C)(C)C)=O)[C@H](O1)COC(C(C)(C)C)=O)C (4-[(4-{3-[2-(carbamoyl)ethylamino]-propoxy}-2-methylphenyl)methyl]-1-(3-hydroxypropyl)-5-isopropyl-3-(2,3,4,6-tetra-O-pivaloyl-β-D-glucopyranosyloxy)-1H-pyrazole), C[O-].[Na+] (sodium methoxide). Run in CO (methanol). Conditions: temperature 50 celsius, time 8 hour. The product is C(N)(=O)CCNCCCOC1=CC(=C(C=C1)CC=1C(=NN(C1C(C)C)CCCO)O[C@H]1[C@H](O)[C@@H](O)[C@H](O)[C@H](O1)CO)C (4-[(4-{3-[2-(Carbamoyl)ethylamino]propoxy}-2-methylphenyl)-methyl]-3-(β-D-glucopyranosyloxy)-1-(3-hydroxypropyl)-5-isopropyl-1H-pyrazole). The yield is 83.5%. Reaction SMILES: [C:1]([CH2:4][CH2:5][NH:6][CH2:7][CH2:8][CH2:9][O:10][C:11]1[CH:16]=[CH:15][C:14]([CH2:17][C:18]2[C:19]([O:30][C@@H:31]3[O:57][C@H:56]([CH2:58][O:59]C(=O)C(C)(C)C)[C@@H:48]([O:49]C(=O)C(C)(C)C)[C@H:40]([O:41]C(=O)C(C)(C)C)[C@H:32]3[O:33]C(=O)C(C)(C)C)=[N:20][N:21]([CH2:26][CH2:27][CH2:28][OH:29])[C:22]=2[CH:23]([CH3:25])[CH3:24])=[C:13]([CH3:66])[CH:12]=1)(=[O:3])[NH2:2].C[O-].[Na+]>CO>[C:1]([CH2:4][CH2:5][NH:6][CH2:7][CH2:8][CH2:9][O:10][C:11]1[CH:16]=[CH:15][C:14]([CH2:17][C:18]2[C:19]([O:30][C@@H:31]3[O:57][C@H:56]([CH2:58][OH:59])[C@@H:48]([OH:49])[C@H:40]([OH:41])[C@H:32]3[OH:33])=[N:20][N:21]([CH2:26][CH2:27][CH2:28][OH:29])[C:22]=2[CH:23]([CH3:25])[CH3:24])=[C:13]([CH3:66])[CH:12]=1)(=[O:3])[NH2:2] |f:1.2|. Procedure details: To a solution of 4-[(4-{3-[2-(carbamoyl)ethylamino]-propoxy}-2-methylphenyl)methyl]-1-(3-hydroxypropyl)-5-isopropyl-3-(2,3,4,6-tetra-O-pivaloyl-β-D-glucopyranosyloxy)-1H-pyrazole (0.3 g) in methanol (6 mL) was added sodium methoxide (28% methanol solution, 0.25 mL), and the mixture was stirred at 50° C. overnight. The reaction mixture was concentrated under reduced pressure, and the residue was purified by solid phase extraction on ODS (washing solvent: distilled water, eluent: methanol) to give... Starting materials: O=C([O-])[O-], CC(C)S(N)(=O)=O, CC#N, COc1cc(OC)nc(Oc2cccc(Cl)c2C(=O)Oc2ccc([N+](=O)[O-])cc2)n1, [K+], [K+]. The product is COc1cc(OC)nc(Oc2cccc(Cl)c2C(=O)NS(=O)(=O)C(C)C)n1. Reaction SMILES: [C:38](=[O:39])([O-:40])[O-:41].[CH3:31][CH:32]([CH3:33])[S:34](=[O:35])(=[O:36])[NH2:37].[CH3:44][C:45]#[N:46].[Cl:1][c:2]1[cH:3][cH:4][cH:5][c:6]([O:20][c:21]2[n:22][c:23]([O:29][CH3:30])[cH:24][c:25]([O:27][CH3:28])[n:26]2)[c:7]1[C:8]([O:10][c:9]1[cH:11][cH:12][c:13]([N+:14]([O-:15])=[O:16])[cH:17][cH:18]1)=[O:19].[K+:42].[K+:43]>>[Cl:1][c:2]1[cH:3][cH:4][cH:5][c:6]([O:20][c:21]2[n:22][c:23]([O:29][CH3:30])[cH:24][c:25]([O:27][CH3:28])[n:26]2)[c:7]1[C:8](=[O:10])[NH:37][S:34]([CH:32]([CH3:31])[CH3:33])(=[O:35])=[O:36]. Starting materials: [OH-].[Na+] (sodium hydroxide), ClC1=C(C(=O)OC)C=CC(=C1C1=NOC(C1)C)S(=O)(=O)C (methyl 2-chloro-3-(5-methyl-4,5-dihydroisoxazol-3-yl)-4-methylsulfonylbenzoate). Run in CO (methanol), CO (methanol). Run at time 48 hour. The product is ClC1=C(C(=O)O)C=CC(=C1C1=NOC(C1)C)S(=O)(=O)C (2-chloro-3-(5-methyl-4,5-dihydroisoxazol-3-yl)-4-methylsulfonylbenzoic acid). The yield is 92.3%. As a reaction SMILES: [OH-].[Na+].[Cl:3][C:4]1[C:13]([C:14]2[CH2:18][CH:17]([CH3:19])[O:16][N:15]=2)=[C:12]([S:20]([CH3:23])(=[O:22])=[O:21])[CH:11]=[CH:10][C:5]=1[C:6]([O:8]C)=[O:7]>CO>[Cl:3][C:4]1[C:13]([C:14]2[CH2:18][CH:17]([CH3:19])[O:16][N:15]=2)=[C:12]([S:20]([CH3:23])(=[O:21])=[O:22])[CH:11]=[CH:10][C:5]=1[C:6]([OH:8])=[O:7] |f:0.1|. Procedure: A solution of 3.52 g (88 mmol) of sodium hydroxide in 100 ml of methanol was slowly added dropwise to a mixture of 15.00 g (45 mmol) of methyl 2-chloro-3-(5-methyl-4,5-dihydroisoxazol-3-yl)-4-methylsulfonylbenzoate and 200 ml of methanol. The suspension was stirred at room temperature for 48 hours. The solvent was distilled off, the residue was taken up in water and the aqueous phase was washed three times with ethyl acetate. The aqueous phase was acidified with hydrochloric acid and extracted t... The reactants are O=C([O-])[O-], CC(C)(C)c1ccc(CBr)cc1, O=C([O-])O, CN(C)C=O, CC(=O)c1cccc(CNC2CC2)c1, [K+], [K+], [Na+]. Product: CC(=O)c1cccc(CN(Cc2ccc(C(C)(C)C)cc2)C2CC2)c1. Reaction SMILES: [C:15](=[O:16])([O-:17])[O-:18].[C:21]([CH3:22])([CH3:23])([CH3:24])[c:25]1[cH:26][cH:27][c:28]([CH2:29][Br:30])[cH:31][cH:32]1.[C:33](=[O:34])([OH:35])[O-:36].[CH3:38][N:39]([CH3:40])[CH:41]=[O:42].[CH:1]1([NH:4][CH2:5][c:6]2[cH:7][c:8]([C:12]([CH3:13])=[O:14])[cH:9][cH:10][cH:11]2)[CH2:2][CH2:3]1.[K+:19].[K+:20].[Na+:37]>>[CH:1]1([N:4]([CH2:5][c:6]2[cH:7][c:8]([C:12]([CH3:13])=[O:14])[cH:9][cH:10][cH:11]2)[CH2:29][c:28]2[cH:27][cH:26][c:25]([C:21]([CH3:22])([CH3:23])[CH3:24])[cH:32][cH:31]2)[CH2:2][CH2:3]1.